From a dataset of the Open Reaction Database (ORD), a public repository of structured organic reaction records. describe an organic reaction: reactants, conditions, products, and yield Procedure: To a solution of compound (12b) (125 mg, 0.292 mmol) in 1,4-dioxane (2 mL) were added hydroxylamine hydrochloride (202 mg, 2.92 mmol) and a freshly prepared solution of sodium methoxide in methanol (100 mg, 4.35 mmol of sodium dissolved in 1 mL of methanol) under N2 atmosphere. The reaction mixture was stirred at room temperature for 2 h. The reaction mixture was acidified to pH˜6 with 1M HCl and the formed precipitates were filtered off. The filtrate was diluted with ethylacetate (5 mL) and wat... RXN SMILES: C[O:2][C:3]([C:5]1[S:9][C:8]([N:10]2[CH2:15][CH2:14][N:13]([S:16]([C:19]3[CH:24]=[CH:23][C:22]([O:25][CH3:26])=[C:21]([O:27][CH3:28])[CH:20]=3)(=[O:18])=[O:17])[CH2:12][CH2:11]2)=[N:7][CH:6]=1)=O.Cl.[NH2:30][OH:31].C[O-].[Na+].CO.Cl>O1CCOCC1>[OH:31][NH:30][C:3]([C:5]1[S:9][C:8]([N:10]2[CH2:15][CH2:14][N:13]([S:16]([C:19]3[CH:24]=[CH:23][C:22]([O:25][CH3:26])=[C:21]([O:27][CH3:28])[CH:20]=3)(=[O:18])=[O:17])[CH2:12][CH2:11]2)=[N:7][CH:6]=1)=[O:2] |f:1.2,3.4|. The solvent is O1CCOCC1 (1,4-dioxane). Run at time 2 hour. Product: ONC(=O)C1=CN=C(S1)N1CCN(CC1)S(=O)(=O)C1=CC(=C(C=C1)OC)OC (2-[4-(3,4-dimethoxy-benzene sulfonyl)-piperazin-1-yl]-thiazole-5-carboxylic acid hydroxyamide). The reactants are CO (methanol), Cl (HCl), COC(=O)C1=CN=C(S1)N1CCN(CC1)S(=O)(=O)C1=CC(=C(C=C1)OC)OC (2-[4-(3,4-dimethoxy-benzene sulfonyl)-piperazin-1-yl]-thiazole-5-carboxylic acid methyl ester), Cl.NO (hydroxylamine hydrochloride), C[O-].[Na+] (sodium methoxide). Starting materials: NaIO4, O (H2O), O (H2O), C1(=CC=CC=C1)SCCN[C@@H]1CC[C@H](CC1)C1=CC2=C(NC(O2)=O)C=C1 (6-[trans-4-(2-phenylsulfanylethylamino)cyclohexyl]-3H-benzoxazol-2-one). The solvent is CO (MeOH). Run at time 21 hour. Yields the product C1(=CC=CC=C1)S(=O)CCN[C@@H]1CC[C@H](CC1)C1=CC2=C(NC(O2)=O)C=C1 (6-[trans-4-(2-benzenesulfinylethylamino)cyclohexyl]-3H-benzoxazol-2-one). As a reaction SMILES: [C:1]1([S:7][CH2:8][CH2:9][NH:10][C@H:11]2[CH2:16][CH2:15][C@H:14]([C:17]3[CH:26]=[CH:25][C:20]4[NH:21][C:22](=[O:24])[O:23][C:19]=4[CH:18]=3)[CH2:13][CH2:12]2)[CH:6]=[CH:5][CH:4]=[CH:3][CH:2]=1.[OH2:27]>CO>[C:1]1([S:7]([CH2:8][CH2:9][NH:10][C@H:11]2[CH2:12][CH2:13][C@H:14]([C:17]3[CH:26]=[CH:25][C:20]4[NH:21][C:22](=[O:24])[O:23][C:19]=4[CH:18]=3)[CH2:15][CH2:16]2)=[O:27])[CH:2]=[CH:3][CH:4]=[CH:5][CH:6]=1. Procedure details: To a stirred, ice—Cold, suspension of NaIO4 (0.13 g, 0.62 mmol) in H2O (1.2 mL) was added 6-[trans-4-(2-phenylsulfanylethylamino)cyclohexyl]-3H-benzoxazol-2-one (0.25 g, 0.62 mmol). The viscous reaction mixture was diluted with H2O (1.5 mL), warmed to room temperature, and then further diluted with MeOH (15 mL). After 21 hours, the reaction mixture was concentrated under reduced pressure. Purification by flash chromatography (silica, 89:10:1 CH2Cl2:MeOH:NH4OH) gave the free base of 6-[trans-4-(2... The reactants are C(C)(C)(C)OC(=O)N1CC2CNCC2C1 (hexahydro-pyrrolo[3,4-c]pyrrole-2-carboxylic acid tert-butyl ester), Cl.[C@@H]12N(C[C@@H](NC1)C2)C(=O)N ((1S,4S)-2,5-Diaza-bicyclo[2.2.1]heptane-2-carboxylic acid amide hydrochloride). The product is Cl.C1N(CC2C1CNC2)C(C)=O (1-(Hexahydro-pyrrolo[3,4-c]pyrrol-2-yl)-ethanone hydrochloride). Reported procedure: The title product LL is prepared from hexahydro-pyrrolo[3,4-c]pyrrole-2-carboxylic acid tert-butyl ester according to the procedure described for the synthesis of Intermediate P. RXN SMILES: C([O:5][C:6]([N:8]1[CH2:15][CH:14]2[CH:10]([CH2:11][NH:12][CH2:13]2)[CH2:9]1)=O)(C)(C)C.[ClH:16].[C@H:17]12C[C@H](NC1)CN2C(N)=O>>[ClH:16].[CH2:9]1[CH:10]2[CH2:11][NH:12][CH2:13][CH:14]2[CH2:15][N:8]1[C:6](=[O:5])[CH3:17] |f:1.2,3.4|. Reactants: O1CCCC=C1 (3,4-Dihydro-2H-pyran), IC1=CC=C(C=C1)CCCO (3-(4-iodophenyl)propan-1-ol). Reagents/catalysts: C1(=CC=C(C=C1)S(=O)(=O)[O-])C.[NH+]1=CC=CC=C1 (pyridinium p-toluenesulfonate). Solvent: C(Cl)(Cl)Cl (chloroform), C(Cl)(Cl)Cl (chloroform). Reaction conditions: time 8 hour. Yields the product IC1=CC=C(C=C1)CCCOC1OCCCC1 (2-[3-(4-iodophenyl)propoxy]tetrahydro-2H-pyran). The yield is 99.8%. As a reaction SMILES: [O:1]1[CH:6]=[CH:5][CH2:4][CH2:3][CH2:2]1.[I:7][C:8]1[CH:13]=[CH:12][C:11]([CH2:14][CH2:15][CH2:16][OH:17])=[CH:10][CH:9]=1>C(Cl)(Cl)Cl.C1(C)C=CC(S([O-])(=O)=O)=CC=1.[NH+]1C=CC=CC=1>[I:7][C:8]1[CH:9]=[CH:10][C:11]([CH2:14][CH2:15][CH2:16][O:17][CH:6]2[CH2:5][CH2:4][CH2:3][CH2:2][O:1]2)=[CH:12][CH:13]=1 |f:3.4|. Reported procedure: 3,4-Dihydro-2H-pyran (2.5 mL, 27.4 mmol) and pyridinium p-toluenesulfonate (450 mg, 1.79 mmol) were added to a chloroform (50 mL) solution of 3-(4-iodophenyl)propan-1-ol (4.73 g, 18.0 mmol), and stirred overnight at room temperature. The reaction liquid was diluted with chloroform, washed with saturated saline, dried with anhydrous magnesium sulfate. The solvent was concentrated under reduced pressure, and the obtained residue was purified by silica gel column chromatography (C-200, ethyl acetat... Reactants: C(C)(=O)C1=CC=NC=C1 (4-acetylpyridine), Cl.C(NN)(=O)OC1=CC=CC=C1 (phenyl carbazate hydrochloride). The solvent is C(C)O (ethanol). The product is Cl.N1=CC=C(C=C1)C(C)=NNC(=O)OC1=CC=CC=C1 (phenyl [1-(4-pyridinyl)ethylidene]carbazate monohydrochloride). Isolated yield 96.4%. As a reaction SMILES: [C:1]([C:4]1[CH:9]=[CH:8][N:7]=[CH:6][CH:5]=1)(=O)[CH3:2].[ClH:10].[C:11]([O:15][C:16]1[CH:21]=[CH:20][CH:19]=[CH:18][CH:17]=1)(=[O:14])[NH:12][NH2:13]>C(O)C>[ClH:10].[N:7]1[CH:8]=[CH:9][C:4]([C:1](=[N:13][NH:12][C:11]([O:15][C:16]2[CH:17]=[CH:18][CH:19]=[CH:20][CH:21]=2)=[O:14])[CH3:2])=[CH:5][CH:6]=1 |f:1.2,4.5|. Reported procedure: A mixture of 12.11 gm (0.1 mole) of 4-acetylpyridine, 18.85 gm (0.1 mole) of phenyl carbazate hydrochloride and 250 ml of absolute ethanol is refluxed 6 hr and cooled. The reaction mixture is evaporated to dryness in vacuo to give a rose-colored solid. The crude product is crystallized from absolute ethanol to yield 28.13 gm (97%) of the title compound having a melting point of 159.1° C.